This data is from the Open Reaction Database (ORD), a public repository of structured organic reaction records. The task is: describe an organic reaction: reactants, conditions, products, and yield The reactants are COc1ccccc1C(=O)c1cc(Cl)c(Cl)[nH]1, [I-], I, [Na+], [Na+], [Na+], [Na+], C1COCCO1, [OH-], O, O=S([O-])([O-])=S, c1cc[nH]c1. Product: COc1ccccc1C(=O)c1[nH]c(Cl)c(Cl)c1I. As a reaction SMILES: [CH3:1][O:2][c:3]1[c:4]([C:5](=[O:6])[c:7]2[nH:8][c:9]([Cl:13])[c:10]([Cl:12])[cH:11]2)[cH:14][cH:15][cH:16][cH:17]1.[I-:27].[I:25].[Na+:19].[Na+:26].[Na+:33].[Na+:34].[O:36]1[CH2:37][CH2:38][O:39][CH2:40][CH2:41]1.[OH-:18].[OH2:35].[S:28]([O-:29])([O-:30])(=[O:31])=[S:32].[nH:20]1[cH:21][cH:22][cH:23][cH:24]1>>[CH3:1][O:2][c:3]1[c:4]([C:5](=[O:6])[c:7]2[nH:8][c:9]([Cl:13])[c:10]([Cl:12])[c:11]2[I:27])[cH:14][cH:15][cH:16][cH:17]1. The reactants are FC=1C=CC2=C(C1)C1(CCN(CC1)C)CO2 (5-fluoro-1'-methyl-spiro(2,3-dihydrobenzofuran-3,4'-piperidine)), ClC(=O)OCCCl (2-chloroethyl chloroformate), CO (MeOH). The solvent is ClCCCl (1,2-dichloroethane). Conditions: time 2 hour. Yields the product Cl.FC=1C=CC2=C(C1)C1(CCNCC1)CO2 (5-Fluoro-spiro(2,3-dihydrobenzofuran-3,4'-piperidine)hydrochloride salt). Isolated yield 95.1%. As a reaction SMILES: [F:1][C:2]1[CH:3]=[CH:4][C:5]2[O:16][CH2:15][C:8]3([CH2:13][CH2:12][N:11](C)[CH2:10][CH2:9]3)[C:6]=2[CH:7]=1.[Cl:17]C(OCCCl)=O.CO>ClCCCl>[ClH:17].[F:1][C:2]1[CH:3]=[CH:4][C:5]2[O:16][CH2:15][C:8]3([CH2:9][CH2:10][NH:11][CH2:12][CH2:13]3)[C:6]=2[CH:7]=1 |f:4.5|. Procedure: 5-fluoro-1'-methyl-spiro(2,3-dihydrobenzofuran-3,4'-piperidine) (1.21 g, 5.48 mmol) in 1,2-dichloroethane (12 mL) at room temp was treated with 2-chloroethyl chloroformate (1 mL, 9 mmol). A white precipitate formed, and the reaction was refluxed 2 h. MeOH (12 mL) was added and refluxing was continued for 2 h. The reaction was concentrated to a crude solid, which was triturated with EtOAc (5 mL) and filtered to yield 1.27 g (95%) of the title compound as a white crystalline solid. The reactants are [BH4-].[Na+] (sodium borohydride), C(#N)C=1C=CC(=C(C1)C(CC(=O)OC)C[N+](=O)[O-])C (Methyl 3-(5-cyano-2-methyl-phenyl)-4-nitro-butanoate), [BH4-].[Na+] (NaBH4), [H][H] (hydrogen). The product is NCC=1C=CC(=C(C1)C1CC(NC1)=O)C (4-[5-(Aminomethyl)-2-methyl-phenyl]pyrrolidin-2-one). Reaction conditions: temperature 55 celsius, time 30 minute. Reaction SMILES: [BH4-].[Na+].[H][H].[C:5]([C:7]1[CH:8]=[CH:9][C:10]([CH3:23])=[C:11]([CH:13]([CH2:19][N+:20]([O-])=O)[CH2:14][C:15](OC)=[O:16])[CH:12]=1)#[N:6]>CO.O.O.O.O.O.O.[Ni](Cl)Cl>[NH2:6][CH2:5][C:7]1[CH:8]=[CH:9][C:10]([CH3:23])=[C:11]([CH:13]2[CH2:19][NH:20][C:15](=[O:16])[CH2:14]2)[CH:12]=1 |f:0.1,5.6.7.8.9.10.11|. The reagents and catalysts are O.O.O.O.O.O.[Ni](Cl)Cl (nickel(II) dichloride hexahydrate). The solvent is CO (MeOH), CO (methanol). Procedure: Adapting a literature known protocol (Osby and Ganem, Tetrahedron Lett., 1985, 26(52), 6413-6416), a mixture of nickel(II) dichloride hexahydrate (NiCl2 6H2O) (1.19 g, 5.0 mmol) in methanol (MeOH) (80 mL) is sonicated to effect complete dissolution. Solid sodium borohydride (NaBH4) (567 mg, 15.0 mmol) is added in small portions upon a black precipitate (Ni2B) is generated immediately and hydrogen gas is generated (exotherm!). After about 30 min, a solution of methyl 3-(5-cyano-2-methyl-phenyl)-4... The reactants are [Br-], [Li]CCCC, C1CCOC1, CCCCCC, CCOC(=O)C(C)(C)Oc1ccc(CCN(Cc2ccc(OC(F)(F)F)cc2)c2ccc(C=O)cn2)cc1, CC(C)[P+](c1ccccc1)(c1ccccc1)c1ccccc1. The product is CCOC(=O)C(C)(C)Oc1ccc(CCN(Cc2ccc(OC(F)(F)F)cc2)c2ccc(C=C(C)C)cn2)cc1. As a reaction SMILES: [Br-:1].[CH2:24]([Li:25])[CH2:26][CH2:27][CH3:28].[CH2:67]1[O:68][CH2:69][CH2:70][CH2:71]1.[CH3:72][CH2:73][CH2:74][CH2:75][CH2:76][CH3:77].[CH:29](=[O:30])[c:31]1[cH:32][cH:33][c:34]([N:37]([CH2:38][CH2:39][c:40]2[cH:41][cH:42][c:43]([O:44][C:45]([C:46](=[O:47])[O:48][CH2:49][CH3:50])([CH3:51])[CH3:52])[cH:53][cH:54]2)[CH2:55][c:56]2[cH:57][cH:58][c:59]([O:62][C:63]([F:64])([F:65])[F:66])[cH:60][cH:61]2)[n:35][cH:36]1.[CH:2]([CH3:3])([CH3:4])[P+:5]([c:6]1[cH:7][cH:8][cH:9][cH:10][cH:11]1)([c:12]1[cH:13][cH:14][cH:15][cH:16][cH:17]1)[c:18]1[cH:19][cH:20][cH:21][cH:22][cH:23]1>>[C:2]([CH3:3])([CH3:4])=[CH:29][c:31]1[cH:32][cH:33][c:34]([N:37]([CH2:38][CH2:39][c:40]2[cH:41][cH:42][c:43]([O:44][C:45]([C:46](=[O:47])[O:48][CH2:49][CH3:50])([CH3:51])[CH3:52])[cH:53][cH:54]2)[CH2:55][c:56]2[cH:57][cH:58][c:59]([O:62][C:63]([F:64])([F:65])[F:66])[cH:60][cH:61]2)[n:35][cH:36]1. Reactants: CC(C)(C)OC(=O)N1CCC(C(=O)O)CC1, CCN=C=NCCCN(C)C, NCc1ccc(Cl)cc1, Cl, C1CCOC1, On1nnc2cccnc21. Product: CC(C)(C)OC(=O)N1CCC(C(=O)NCc2ccc(Cl)cc2)CC1. Reaction SMILES: [C:1]([CH3:2])([CH3:3])([CH3:4])[O:5][C:6](=[O:7])[N:8]1[CH2:9][CH2:10][CH:11]([C:14](=[O:15])[OH:16])[CH2:12][CH2:13]1.[CH3:37][N:38]([CH3:39])[CH2:40][CH2:41][CH2:42][N:43]=[C:44]=[N:45][CH2:46][CH3:47].[Cl:17][c:18]1[cH:19][cH:20][c:21]([CH2:22][NH2:23])[cH:24][cH:25]1.[ClH:36].[O:48]1[CH2:49][CH2:50][CH2:51][CH2:52]1.[OH:26][n:27]1[c:28]2[n:29][cH:30][cH:31][cH:32][c:33]2[n:34][n:35]1>>[C:1]([CH3:2])([CH3:3])([CH3:4])[O:5][C:6](=[O:7])[N:8]1[CH2:9][CH2:10][CH:11]([C:14](=[O:16])[NH:23][CH2:22][c:21]2[cH:20][cH:19][c:18]([Cl:17])[cH:25][cH:24]2)[CH2:12][CH2:13]1. Reactants: methoxy-6-ethylene glycol allyl ether, C1(\C=C/C(=O)O1)=O (maleic anhydride), C(C1=CC=CC=C1)(=O)OOC(C1=CC=CC=C1)=O (benzoyl peroxide). Solvent: C1(=CC=CC=C1)C (toluene). Run at temperature 80 celsius, time 4 hour. Product: C(C=C)OCC=C.C1(\C=C/C(=O)O1)=O (allyl ether maleic anhydride). RXN SMILES: [C:1]1(=[O:7])[O:6][C:4](=[O:5])[CH:3]=[CH:2]1.[C:8](OOC(=O)C1C=CC=CC=1)(=O)[C:9]1C=CC=CC=1>C1(C)C=CC=CC=1>[CH2:4]([O:6][CH2:1][CH:8]=[CH2:9])[CH:3]=[CH2:2].[C:4]1(=[O:5])[O:6][C:1](=[O:7])[CH:2]=[CH:3]1 |f:3.4|. Reported procedure: Into a glass reaction vessel provided with a thermometer, a stirrer, a dropping funnel, a nitrogen introduction tube and a reflux condenser are charged 336 parts of methoxy-6-ethylene glycol allyl ether (made by NOF Corporation), 98.0 parts of maleic anhydride, 6.0 parts of benzoyl peroxide and 566.0 parts of toluene. After an inside of the vessel is substituted with nitrogen with stirring, it is heated to 80° C. and this temperature is kept for 4 hours to progress the reaction. After toluene is... Reactants: CO, CCOC(=O)C(=NOCC(=O)N1CCCCC1)c1csc(N)n1, [Na+], [OH-], O. The product is Nc1nc(C(=NOCC(=O)N2CCCCC2)C(=O)O)cs1. Reaction SMILES: [CH3:27][OH:28].[NH2:1][c:2]1[s:3][cH:4][c:5]([C:7]([C:8](=[O:9])[O:10][CH2:11][CH3:12])=[N:13][O:14][CH2:15][C:16](=[O:17])[N:18]2[CH2:19][CH2:20][CH2:21][CH2:22][CH2:23]2)[n:6]1.[Na+:26].[OH-:25].[OH2:24]>>[NH2:1][c:2]1[s:3][cH:4][c:5]([C:7]([C:8](=[O:9])[OH:10])=[N:13][O:14][CH2:15][C:16](=[O:17])[N:18]2[CH2:19][CH2:20][CH2:21][CH2:22][CH2:23]2)[n:6]1.